Dataset: the Open Reaction Database (ORD), a public repository of structured organic reaction records. Task: describe an organic reaction: reactants, conditions, products, and yield Starting materials: CCOC(C)=O, CO, ClCCl, [N-]=C=O, C1CCC2=NCCCN2CC1, CN(CCN1CCOCC1)c1noc2cc(O)ccc12, O=C=NCc1ccccc1. Product: CN(CCN1CCOCC1)c1noc2cc(OC(=O)NCc3ccccc3)ccc12. Reaction SMILES: [CH3:45][CH2:46][O:47][C:48]([CH3:49])=[O:50].[CH3:51][OH:52].[Cl:53][CH2:54][Cl:55].[N-:42]=[C:43]=[O:44].[N:21]12[CH2:22][CH2:23][CH2:24][N:25]=[C:26]1[CH2:27][CH2:28][CH2:29][CH2:30][CH2:31]2.[O:1]1[CH2:2][CH2:3][N:4]([CH2:7][CH2:8][N:9]([c:10]2[n:11][o:12][c:13]3[c:14]2[cH:15][cH:16][c:17]([OH:19])[cH:18]3)[CH3:20])[CH2:5][CH2:6]1.[c:32]1([CH2:38][N:39]=[C:40]=[O:41])[cH:33][cH:34][cH:35][cH:36][cH:37]1>>[O:1]1[CH2:2][CH2:3][N:4]([CH2:7][CH2:8][N:9]([c:10]2[n:11][o:12][c:13]3[c:14]2[cH:15][cH:16][c:17]([O:19][C:40]([NH:39][CH2:38][c:32]2[cH:33][cH:34][cH:35][cH:36][cH:37]2)=[O:41])[cH:18]3)[CH3:20])[CH2:5][CH2:6]1. The reactants are Cc1ccc(C(=O)Cl)cc1, CN1CCC(C(=O)c2cccc(N)c2)CC1. The product is Cc1ccc(C(=O)Nc2cccc(C(=O)C3CCN(C)CC3)c2)cc1. Reaction SMILES: [CH3:17][c:18]1[cH:19][cH:20][c:21]([C:22](=[O:23])[Cl:24])[cH:25][cH:26]1.[NH2:1][c:2]1[cH:3][c:4]([C:5](=[O:6])[CH:7]2[CH2:8][CH2:9][N:10]([CH3:13])[CH2:11][CH2:12]2)[cH:14][cH:15][cH:16]1>>[NH:1]([c:2]1[cH:3][c:4]([C:5](=[O:6])[CH:7]2[CH2:8][CH2:9][N:10]([CH3:13])[CH2:11][CH2:12]2)[cH:14][cH:15][cH:16]1)[C:22]([c:21]1[cH:20][cH:19][c:18]([CH3:17])[cH:26][cH:25]1)=[O:23].